Task: describe an organic reaction: reactants, conditions, products, and yield. Dataset: the Open Reaction Database (ORD), a public repository of structured organic reaction records Reactants: Cc1ccccc1, O=Cc1ccc2[nH]nc(Cl)c2c1, OCCCO, Cc1ccc(S(=O)(=O)O)cc1. Product: Clc1n[nH]c2ccc(C3OCCCO3)cc12. RXN SMILES: [CH3:29][c:30]1[cH:31][cH:32][cH:33][cH:34][cH:35]1.[Cl:1][c:2]1[n:3][nH:4][c:5]2[cH:6][cH:7][c:8]([CH:11]=[O:12])[cH:9][c:10]12.[OH:13][CH2:14][CH2:15][CH2:16][OH:17].[c:18]1([CH3:19])[cH:20][cH:21][c:22]([S:23]([OH:24])(=[O:25])=[O:26])[cH:27][cH:28]1>>[Cl:1][c:2]1[n:3][nH:4][c:5]2[cH:6][cH:7][c:8]([CH:11]3[O:12][CH2:16][CH2:15][CH2:14][O:13]3)[cH:9][c:10]12. Reactants: C(CCC)C12COC(SC1)(SC2)CCCCC#C (4-n-butyl-1-(hex-5-ynyl)-2-oxa-6,7-dithiabicyclo[2.2.2]octane), C(C)(C)(C)C12COC(SC1)(SC2)CCCCC#C (4-t-butyl-1-(hex-5-ynyl)-2-oxa-6,7-dithiabicyclo[2.2.2]octane), C(C(C)C)C12COC(SC1)(SC2)CCCCC#C (4-i-butyl-1-(hex-5-ynyl)-2-oxa-6,7-dithiabicyclo[2.2.2]octane), C(CCCC#C)C12OCC(CS1)(CS2)C2=CC=CC=C2 (1-(hex-5-ynyl)-4-phenyl-2-oxa-6,7-dithiabicyclo[2.2.2]octane), C1(CC1)CC12COC(SC1)(SC2)CCCCC#C (4-cyclopropylmethyl-1-(hex-5-ynyl)-2-oxa-6,7-dithiabicyclo[2.2.2]octane), C(CCC)C(CS)(CS)CO (2-n-butyl-2-hydroxymethylpropan-1,3-dithiol), C(C)(C)(C)C(CS)(CS)CO (2-t-butyl-2-hydroxymethylpropan-1,3-dithiol), C(C(C)C)C(CS)(CS)CO (2-i-butyl-2-hydroxymethylpropan-1,3-dithiol), OC(C(S)C)(CS)C1=CC=CC=C1 (2-hydroxy-methyl-2-phenylpropan-1,3-dithiol), C1(CC1)CC(CS)(CS)CO (2-cyclopropylmethyl-2-hydroxymethylpropan-1,3-dithiol). Yields the product C(CCCC#C)C12OCC(CS1)(CS2)CCC (1-(Hex-5ynyl)-4-n-propyl-2-oxa-6,7-dithiabicyclo[2.2.2]octane). As a reaction SMILES: [CH2:1]([C:5]12[CH2:12][S:11][C:8]([CH2:13][CH2:14][CH2:15][CH2:16][C:17]#[CH:18])([S:9][CH2:10]1)[O:7][CH2:6]2)[CH2:2][CH2:3]C.C(C12CSC(CCCCC#C)(SC1)OC2)(C)(C)C.C(C12CSC(CCCCC#C)(SC1)OC2)C(C)C.C(C12SCC(C3C=CC=CC=3)(CS1)CO2)CCCC#C.C1(CC23CSC(CCCCC#C)(SC2)OC3)CC1.C(C(CO)(CS)CS)CCC.C(C(CO)(CS)CS)(C)(C)C.C(C(CO)(CS)CS)C(C)C.OC(C1C=CC=CC=1)(CS)C(C)S.C1(CC(CO)(CS)CS)CC1>>[CH2:13]([C:8]12[S:9][CH2:10][C:5]([CH2:1][CH2:2][CH3:3])([CH2:12][S:11]1)[CH2:6][O:7]2)[CH2:14][CH2:15][CH2:16][C:17]#[CH:18]. Procedure: In an analogous manner 4-n-butyl-1-(hex-5-ynyl)-2-oxa-6,7-dithiabicyclo[2.2.2]octane, 4-t-butyl-1-(hex-5-ynyl)-2-oxa-6,7-dithiabicyclo[2.2.2]octane, 4-i-butyl-1-(hex-5-ynyl)-2-oxa-6,7-dithiabicyclo[2.2.2]octane, 1-(hex-5-ynyl)-4-phenyl-2-oxa-6,7-dithiabicyclo[2.2.2]octane and 4-cyclopropylmethyl-1-(hex-5-ynyl)-2-oxa-6,7-dithiabicyclo[2.2.2]octane were prepared from trimethyl orthohept-6-ynoate and 2-n-butyl-2-hydroxymethylpropan-1,3-dithiol, 2-t-butyl-2-hydroxymethylpropan-1,3-dithiol, 2-i-butyl... Starting materials: COCOC1=CC=CC=2SC(=CC21)C(=O)O (4-(methoxymethyloxy)benzo(b)thiophene-2-carboxylic acid), N1CCCC1 (pyrrolidine), P(=O)(OCC)(OCC)C#N (diethyl cyanophosphate). The product is OC1=CC=CC=2SC(=CC21)C(=O)N2CCCC2 (1-(4-hydroxybenzo(b)thiophene-2-carbonyl)pyrrolidine). The yield is 92.0%. Reaction SMILES: COC[O:4][C:5]1[C:13]2[CH:12]=[C:11]([C:14]([OH:16])=O)[S:10][C:9]=2[CH:8]=[CH:7][CH:6]=1.[NH:17]1[CH2:21][CH2:20][CH2:19][CH2:18]1.P(C#N)(OCC)(OCC)=O>>[OH:4][C:5]1[C:13]2[CH:12]=[C:11]([C:14]([N:17]3[CH2:21][CH2:20][CH2:19][CH2:18]3)=[O:16])[S:10][C:9]=2[CH:8]=[CH:7][CH:6]=1. Reported procedure: By the reactions in the same manner as in Starting Material Synthesis Example 16 using 4-(methoxymethyloxy)benzo(b)thiophene-2-carboxylic acid (3.0 g), pyrrolidine (0.75 g) and diethyl cyanophosphate (2.5 g), 1-(4-hydroxybenzo(b)thiophene-2-carbonyl)pyrrolidine (2.4 g) was obtained as a brown oil. By the reactions in the same manner as in Starting Material Synthesis Example 1 using the brown oil (2.0 g) and (S)-glycidyl nosylate (2.0 g), the title compound (0.45 g) was obtained as brown crystals... Starting materials: Cl, CC(=O)c1ccc(F)c([N+](=O)[O-])c1, [Na+], [OH-], O, O, Cl[Sn]Cl. Yields the product CC(=O)c1ccc(F)c(N)c1. As a reaction SMILES: [ClH:21].[N+:1]([O-:2])(=[O:3])[c:4]1[cH:5][c:6]([C:11]([CH3:12])=[O:13])[cH:7][cH:8][c:9]1[F:10].[Na+:20].[OH-:19].[OH2:14].[OH2:15].[Sn:16]([Cl:17])[Cl:18]>>[NH2:1][c:4]1[cH:5][c:6]([C:11]([CH3:12])=[O:13])[cH:7][cH:8][c:9]1[F:10]. Starting materials: C(C)(C)O (isopropanol), 1, OC(CC(C1OCCCO1)C1C(C(CC1O)C=CC(CCCCC)OC1OCCCC1)OC1OCCCC1)C (4(3-hydroxy-1(1,3-dioxa-2-cyclohexyl)-butyl]-2-(3-tetrahydropyranyloxy-1-octenyl)-3-(tetrahydropyranyloxy)-5-hydroxy-cyclopentane), CC(=O)C.OS(=O)(=O)O.O=[Cr](=O)=O (Jones reagent). Run in CC(=O)C (acetone). Reaction conditions: time 30 minute. The product is O=C(CC(C1OCCCO1)C1C(C(CC1=O)C=CC(CCCCC)OC1OCCCC1)OC1OCCCC1)C (4(3-oxo-1(1,3-dioxa-2-cyclohexyl)-butyl]-2(3-tetrahydropyranyloxy-1-octenyl)-3(tetrahydropyranyloxy)-5-oxo-cyclopentane). Reaction SMILES: [OH:1][CH:2]([CH3:39])[CH2:3][CH:4]([CH:11]1[CH:15]([OH:16])[CH2:14][CH:13]([CH:17]=[CH:18][CH:19]([O:25][CH:26]2[CH2:31][CH2:30][CH2:29][CH2:28][O:27]2)[CH2:20][CH2:21][CH2:22][CH2:23][CH3:24])[CH:12]1[O:32][CH:33]1[CH2:38][CH2:37][CH2:36][CH2:35][O:34]1)[CH:5]1[O:10][CH2:9][CH2:8][CH2:7][O:6]1.CC(C)=O.OS(O)(=O)=O.O=[Cr](=O)=O.C(O)(C)C>CC(C)=O>[O:1]=[C:2]([CH3:39])[CH2:3][CH:4]([CH:11]1[C:15](=[O:16])[CH2:14][CH:13]([CH:17]=[CH:18][CH:19]([O:25][CH:26]2[CH2:31][CH2:30][CH2:29][CH2:28][O:27]2)[CH2:20][CH2:21][CH2:22][CH2:23][CH3:24])[CH:12]1[O:32][CH:33]1[CH2:38][CH2:37][CH2:36][CH2:35][O:34]1)[CH:5]1[O:10][CH2:9][CH2:8][CH2:7][O:6]1 |f:1.2.3|. Procedure details: 0.45 g of 1[4(3-hydroxy-1(1,3-dioxa-2-cyclohexyl)butyl]-2(3-tetrahydropyranyloxy-1-octenyl)-3(tetrahydropyranyloxy)-5-hydroxy-cyclopentane (IV) (Example 3) were dissolved in 30 ml of acetone. At -20° to -25° C., 2 ml of Jones reagent (2.1 g of chromic acid, 6 ml of water, 1.7 ml of concentrated sulfuric acid) were added under argon. The mixture was stirred for 30 minutes, 3 ml of isopropanol were added and stirring was continued for a further 10 minutes to destroy the oxidation reagent in excess... The reactants are CCOC(=O)C(C)c1ccnc(NC(=O)OC(C)(C)C)c1, C1CCOC1, CC(C)C[AlH]CC(C)C, ClCCl, [Mg+2], O=S(=O)([O-])[O-], O. The product is CC(CO)c1ccnc(NC(=O)OC(C)(C)C)c1. As a reaction SMILES: [C:10]([CH3:11])([CH3:12])([CH3:13])[O:14][C:15](=[O:16])[NH:17][c:18]1[n:19][cH:20][cH:21][c:22]([CH:24]([C:25](=[O:26])[O:27][CH2:28][CH3:29])[CH3:30])[cH:23]1.[CH2:38]1[O:39][CH2:40][CH2:41][CH2:42]1.[CH3:1][CH:2]([CH2:3][AlH:4][CH2:5][CH:6]([CH3:7])[CH3:8])[CH3:9].[Cl:43][CH2:44][Cl:45].[Mg+2:32].[O-:33][S:34]([O-:35])(=[O:36])=[O:37].[OH2:31]>>[C:10]([CH3:11])([CH3:12])([CH3:13])[O:14][C:15](=[O:16])[NH:17][c:18]1[n:19][cH:20][cH:21][c:22]([CH:24]([CH2:25][OH:26])[CH3:30])[cH:23]1. Reactants: NC1Cc2cccc3c2C(C1)CN3C(=O)c1ccccc1, CCCN(CCC)C1Cc2cccc3c2C(C1)CN3C(=O)c1ccccc1, [BH3-]C#N, CC(=O)[O-], CO, CCC=O, Cl, [NH4+], [NH4+], [Na+], [OH-]. Yields the product CCCN(CCC)C1Cc2cccc3c2C(CN3)C1. RXN SMILES: [C:11]([N:12]1[c:13]2[cH:14][cH:15][cH:16][c:17]3[c:23]2[CH:22]([CH2:21][CH:19]([NH2:20])[CH2:18]3)[CH2:24]1)(=[O:25])[c:26]1[cH:27][cH:28][cH:29][cH:30][cH:31]1.[C:36](=[O:37])([c:38]1[cH:39][cH:40][cH:41][cH:42][cH:43]1)[N:44]1[CH2:45][CH:46]2[c:47]3[c:48]([cH:49][cH:50][cH:51][c:52]31)[CH2:53][CH:54]([N:56]([CH2:57][CH2:58][CH3:59])[CH2:60][CH2:61][CH3:62])[CH2:55]2.[C:6]([BH3-:7])#[N:8].[CH3:2][C:3](=[O:4])[O-:5].[CH3:65][OH:66].[CH:32](=[O:33])[CH2:34][CH3:35].[ClH:10].[NH4+:1].[NH4+:63].[Na+:9].[OH-:64]>>[NH:44]1[CH2:45][CH:46]2[c:47]3[c:48]([cH:49][cH:50][cH:51][c:52]31)[CH2:53][CH:54]([N:56]([CH2:57][CH2:58][CH3:59])[CH2:60][CH2:61][CH3:62])[CH2:55]2. Reaction conditions: temperature 180 celsius. The solvent is C(C)(=O)OCC (ethyl acetate). Yield: 31.4%. The product is ClC1=C(C(=CC=C1)Cl)N1C(N(C2=NC(=NC=C2C1)NCCC1=CC=CC=C1)C)=O (3-(2,6-dichlorophenyl)-3,4-dihydro-1-methyl-7-(2-phenylethylamino)pyrimido[4,5-d]pyrimidin-2(1H)-one). Procedure: A mixture of 100 mg (0.26 mmol) of 3-(2,6-dichlorophenyl)-3,4-dihydro-7-methanesulfonyl-1-methylpyrimido[4,5-d]pyrimidin-2(1H)-one and 400 μl (3.4 mmol) of phenethylamine was heated at 180° C. for 4 hours and then cooled to room temperature. The mixture was dissolved in 10 ml of ethyl acetate and washed in sequence with 10 ml of 2M hydrochloric acid and 10 ml of saturated aqueous sodium bicarbonate solution. The ethyl acetate phase was separated, dried over magnesium sulfate, filtered and evapor... As a reaction SMILES: [Cl:1][C:2]1[CH:7]=[CH:6][CH:5]=[C:4]([Cl:8])[C:3]=1[N:9]1[CH2:18][C:17]2[C:12](=[N:13][C:14](S(C)(=O)=O)=[N:15][CH:16]=2)[N:11]([CH3:23])[C:10]1=[O:24].[CH2:25]([NH2:33])[CH2:26][C:27]1[CH:32]=[CH:31][CH:30]=[CH:29][CH:28]=1>C(OCC)(=O)C>[Cl:1][C:2]1[CH:7]=[CH:6][CH:5]=[C:4]([Cl:8])[C:3]=1[N:9]1[CH2:18][C:17]2[C:12](=[N:13][C:14]([NH:33][CH2:25][CH2:26][C:27]3[CH:32]=[CH:31][CH:30]=[CH:29][CH:28]=3)=[N:15][CH:16]=2)[N:11]([CH3:23])[C:10]1=[O:24]. Reactants: ClC1=C(C(=CC=C1)Cl)N1C(N(C2=NC(=NC=C2C1)S(=O)(=O)C)C)=O (3-(2,6-dichlorophenyl)-3,4-dihydro-7-methanesulfonyl-1-methylpyrimido[4,5-d]pyrimidin-2(1H)-one), C(CC1=CC=CC=C1)N (phenethylamine). The reactants are CC(C)(C)OC(=O)N1CCCC1CO, CCCCCC, ClCCl, Cc1ccc(S(=O)(=O)Cl)cc1, c1ccncc1. Yields the product Cc1ccc(S(=O)(=O)OCC2CCCN2C(=O)OC(C)(C)C)cc1. Reaction SMILES: [C:1]([CH3:2])([CH3:3])([CH3:4])[O:5][C:6](=[O:7])[N:8]1[CH:9]([CH2:13][OH:14])[CH2:10][CH2:11][CH2:12]1.[CH3:26][CH2:27][CH2:28][CH2:29][CH2:30][CH3:31].[Cl:38][CH2:39][Cl:40].[c:15]1([CH3:25])[cH:16][cH:17][c:18]([S:21](=[O:22])(=[O:23])[Cl:24])[cH:19][cH:20]1.[cH:32]1[cH:33][cH:34][n:35][cH:36][cH:37]1>>[C:1]([CH3:2])([CH3:3])([CH3:4])[O:5][C:6](=[O:7])[N:8]1[CH:9]([CH2:13][O:14][S:21]([c:18]2[cH:17][cH:16][c:15]([CH3:25])[cH:20][cH:19]2)(=[O:22])=[O:23])[CH2:10][CH2:11][CH2:12]1. The reactants are BrC1=CC=C(N)C=C1 (4-bromoaniline), C=C1CC(=O)O1 (diketene), C(C)(=O)OCC (ethyl acetate). Solvent: petroleum ether, C1(=CC=CC=C1)C (toluene), C1(=CC=CC=C1)C (toluene). Reported procedure: To a stirred solution of 34.14 g (0.200 moles) of 4-bromoaniline in 130 ml toluene under N2, 18.00 g (0.220 moles) of diketene was added dropwise over a 10 minute period followed by 15 ml of toluene. The temperature rose to 80° C. during the addition; the solution was then refluxed 20 minutes, cooled to 55° C. and 60 ml of petroleum ether added. An immediate precipitation occurred. The tan-white crystals were filtered and washed with three 100 ml portions of 1:1 toluene/petroleum ether. The prod... Run at temperature 55 celsius. Product: BrC1=CC=C(C=C1)NC(CC(C)=O)=O (N-(4-Bromophenyl)-3-oxobutyramide). Reaction SMILES: [Br:1][C:2]1[CH:8]=[CH:7][C:5]([NH2:6])=[CH:4][CH:3]=1.[CH2:9]=[C:10]1[O:14][C:12](=[O:13])[CH2:11]1.C(OCC)(=O)C>C1(C)C=CC=CC=1>[Br:1][C:2]1[CH:8]=[CH:7][C:5]([NH:6][C:12](=[O:13])[CH2:11][C:10](=[O:14])[CH3:9])=[CH:4][CH:3]=1.